Dataset: the Open Reaction Database (ORD), a public repository of structured organic reaction records. Task: describe an organic reaction: reactants, conditions, products, and yield Starting materials: [OH-].[Li+] (lithium hydroxide), CN1N=CC(=C1)C1=C(C(=O)OC)C=C(C=C1)C=1C=NC=C(C1)C (methyl 2-(1-methyl-1H-pyrazol-4-yl)-5-(5-methylpyridin-3-yl)benzoate), Cl (HCl). Run in C(C)(C)O.O (isopropanol water). Run at temperature 80 celsius. Yields the product CN1N=CC(=C1)C1=C(C(=O)O)C=C(C=C1)C=1C=NC=C(C1)C (2-(1-methyl-1H-pyrazol-4-yl)-5-(5-methylpyridin-3-yl)benzoic acid). RXN SMILES: [CH3:1][N:2]1[CH:6]=[C:5]([C:7]2[CH:16]=[CH:15][C:14]([C:17]3[CH:18]=[N:19][CH:20]=[C:21]([CH3:23])[CH:22]=3)=[CH:13][C:8]=2[C:9]([O:11]C)=[O:10])[CH:4]=[N:3]1.[OH-].[Li+].Cl>C(O)(C)C.O>[CH3:1][N:2]1[CH:6]=[C:5]([C:7]2[CH:16]=[CH:15][C:14]([C:17]3[CH:18]=[N:19][CH:20]=[C:21]([CH3:23])[CH:22]=3)=[CH:13][C:8]=2[C:9]([OH:11])=[O:10])[CH:4]=[N:3]1 |f:1.2,4.5|. Procedure details: To a mixture of methyl 2-(1-methyl-1H-pyrazol-4-yl)-5-(5-methylpyridin-3-yl)benzoate (2-4, 0.216 g, 0.703 mmol, 1.0 equiv) in isopropanol/water (3:1, 4 mL) was added 1M lithium hydroxide solution (0.773 mL, 0.773 mmol, 1.1 equiv) and the reaction was heated to 80° C. for 15 minutes in the microwave. The reaction mixture was cooled and the pH was adjusted to ˜7 by the addition of 1N HCl. The reaction mixture was concentrated and the solids azeotroped from toluene to afford the product as a solid.... Reactants: C(C)C1C(CCC(C(OC(C2CCCCN2C(C(C2(C(CC(C(C(CC(CC(=C1)C)C)OC)O2)OC)C)O)=O)=O)=O)C(=CC2CC(C(CC2)O)O)C)C)=O (17-Ethyl-1-hydroxy-12-[2'-(3",4"-dihydroxycyclohexyl)-1'-methylvinyl]-23,25-dimethoxy-13,19,21,27-tetramethyl-11,28-dioxa-4-azatricyclo[22.3.1.04,9 ]octacos-18-ene-2,3,10,16-tetraone), B(F)(F)F.CCOCC (borontrifluoride etherate), [N+](=[N-])=CC (diazoethane). The solvent is CCOCC (ether). Run at time 15 minute. The product is C(C)C1C(CCC(C(OC(C2CCCCN2C(C(C2(C(CC(C(C(CC(CC(=C1)C)C)OC)O2)OC)C)O)=O)=O)=O)C(=CC2CC(C(CC2)O)OCC)C)C)=O (17-Ethyl-1-hydroxy-12-[2'-(4"-hydroxy-3"-ethoxycyclohexyl)-1'-methylvinyl]-23,25-dimethoxy-13,19,21,27-tetramethyl-11,28-dioxa-4-azatricyclo[22.3.1.04,9 ]octacos-18-ene-2,3,10,16-tetraone). RXN SMILES: [CH2:1]([CH:3]1[CH:29]=[C:28]([CH3:30])[CH2:27][CH:26]([CH3:31])[CH2:25][CH:24]([O:32][CH3:33])[CH:23]2[O:34][C:19]([OH:38])([CH:20]([CH3:37])[CH2:21][CH:22]2[O:35][CH3:36])[C:18](=[O:39])[C:17](=[O:40])[N:16]2[CH:11]([CH2:12][CH2:13][CH2:14][CH2:15]2)[C:10](=[O:41])[O:9][CH:8]([C:42]([CH3:52])=[CH:43][CH:44]2[CH2:49][CH2:48][CH:47]([OH:50])[CH:46]([OH:51])[CH2:45]2)[CH:7]([CH3:53])[CH2:6][CH2:5][C:4]1=[O:54])[CH3:2].B(F)(F)F.[CH3:59][CH2:60]OCC.[N+](=CC)=[N-]>CCOCC>[CH2:1]([CH:3]1[CH:29]=[C:28]([CH3:30])[CH2:27][CH:26]([CH3:31])[CH2:25][CH:24]([O:32][CH3:33])[CH:23]2[O:34][C:19]([OH:38])([CH:20]([CH3:37])[CH2:21][CH:22]2[O:35][CH3:36])[C:18](=[O:39])[C:17](=[O:40])[N:16]2[CH:11]([CH2:12][CH2:13][CH2:14][CH2:15]2)[C:10](=[O:41])[O:9][CH:8]([C:42]([CH3:52])=[CH:43][CH:44]2[CH2:49][CH2:48][CH:47]([OH:50])[CH:46]([O:51][CH2:59][CH3:60])[CH2:45]2)[CH:7]([CH3:53])[CH2:6][CH2:5][C:4]1=[O:54])[CH3:2] |f:1.2|. Procedure: To a solution of 17-ethyl-1-hydroxy-12-[2'-(3",4"-dihydroxycyclohexyl)-1'-methylvinyl]-23,25-di-methoxy-13,19,21,27-tetramethyl-11,28-dioxa-4-azatricyclo[22.3.1.04,9 ]octacos-18-ene-2,3,10,16-tetraone (200 mg, Example 38) in ether (6 ml) is added borontrifluoride etherate (10 μl) followed by freshly prepared diazoethane (100 fold excess). The mixture is stirred at room temperature for 15 min and quenched with sat'd aqueous sodium bicarbonate solution. The organic layer is separated, washed (sat'... Starting materials: C(C1=CC=CC=C1)OC=1C=C(C=CC1)CCN (2-(3-benzyloxyphenyl)ethylamine), [H][H] (hydrogen). The reagents and catalysts are [C].[Pd] (Palladium-carbon). Run in C1CCOC1 (THF). The product is OC=1C=C(C=CC1)CCN (2-(3-hydroxyphenyl)ethylamine). Yield: 95.4%. As a reaction SMILES: C([O:8][C:9]1[CH:10]=[C:11]([CH2:15][CH2:16][NH2:17])[CH:12]=[CH:13][CH:14]=1)C1C=CC=CC=1.[H][H]>[C].[Pd].C1COCC1>[OH:8][C:9]1[CH:10]=[C:11]([CH2:15][CH2:16][NH2:17])[CH:12]=[CH:13][CH:14]=1 |f:2.3|. Procedure: 10% Palladium-carbon catalyst (water content 50%, 86 mg) was added to a solution of 2-(3-benzyloxyphenyl)ethylamine (434 mg, 1.91 mmol, 1.0 eq) in THF (10 ml), and the mixture was stirred at room temperature for 3 hours in a stream of hydrogen. The reaction ma ire was filtered through Celite, and the filtrate was concentrated under reduced pressure to give 2-(3-hydroxyphenyl)ethylamine (250 mg, 95.5%). Starting materials: CCS(=O)(=O)N1CCC(c2c[nH]c3c(C(N)=O)cc(-c4ccc(C=O)cc4)cc23)CC1, CON, CO, ClCCl. RXN SMILES: [CH2:1]([CH3:2])[S:3](=[O:4])(=[O:5])[N:6]1[CH2:7][CH2:8][CH:9]([c:12]2[cH:13][nH:14][c:15]3[c:16]([C:29](=[O:30])[NH2:31])[cH:17][c:18](-[c:21]4[cH:22][cH:23][c:24]([CH:27]=[O:28])[cH:25][cH:26]4)[cH:19][c:20]23)[CH2:10][CH2:11]1.[CH3:32][O:33][NH2:34].[CH3:38][OH:39].[Cl:35][CH2:36][Cl:37]>>[CH2:1]([CH3:2])[S:3](=[O:4])(=[O:5])[N:6]1[CH2:7][CH2:8][CH:9]([c:12]2[cH:13][nH:14][c:15]3[c:16]([C:29](=[O:30])[NH2:31])[cH:17][c:18](-[c:21]4[cH:22][cH:23][c:24]([CH:27]=[N:34][O:33][CH3:32])[cH:25][cH:26]4)[cH:19][c:20]23)[CH2:10][CH2:11]1. Product: CCS(=O)(=O)N1CCC(c2c[nH]c3c(C(N)=O)cc(-c4ccc(C=NOC)cc4)cc23)CC1. Starting materials: CC(=O)Oc1ccc2nc(-c3cccc(N)c3)nc(Nc3ccc4c(cnn4C(=O)OC(C)(C)C)c3)c2c1, O=C(Cl)c1cccnc1, CCN(C(C)C)C(C)C, ClCCl, Cl. Yields the product CC(=O)Oc1ccc2nc(-c3cccc(NC(=O)c4cccnc4)c3)nc(Nc3ccc4c(cnn4C(=O)OC(C)(C)C)c3)c2c1. RXN SMILES: [C:1]([CH3:2])(=[O:3])[O:4][c:5]1[cH:6][c:7]2[c:8]([NH:22][c:23]3[cH:24][c:25]4[cH:26][n:27][n:28]([C:32](=[O:33])[O:34][C:35]([CH3:36])([CH3:37])[CH3:38])[c:29]4[cH:30][cH:31]3)[n:9][c:10](-[c:15]3[cH:16][c:17]([NH2:21])[cH:18][cH:19][cH:20]3)[n:11][c:12]2[cH:13][cH:14]1.[C:40]([c:41]1[cH:42][n:43][cH:44][cH:45][cH:46]1)(=[O:47])[Cl:48].[CH:49]([N:50]([CH2:51][CH3:52])[CH:53]([CH3:54])[CH3:55])([CH3:56])[CH3:57].[Cl:58][CH2:59][Cl:60].[ClH:39]>>[C:1]([CH3:2])(=[O:3])[O:4][c:5]1[cH:6][c:7]2[c:8]([NH:22][c:23]3[cH:24][c:25]4[cH:26][n:27][n:28]([C:32](=[O:33])[O:34][C:35]([CH3:36])([CH3:37])[CH3:38])[c:29]4[cH:30][cH:31]3)[n:9][c:10](-[c:15]3[cH:16][c:17]([NH:21][C:40]([c:41]4[cH:42][n:43][cH:44][cH:45][cH:46]4)=[O:47])[cH:18][cH:19][cH:20]3)[n:11][c:12]2[cH:13][cH:14]1. Starting materials: OC1=C(C(=O)OC)C=C(C=C1)O[Si](C)(C)C(C)(C)C (methyl 2-hydroxy-5-(t-butyldimethylsilyloxy)benzoate), CI (methyl iodide), C(C)OCC (diethyl ether), C([O-])([O-])=O.[K+].[K+] (potassium carbonate), CI (methyl iodide). Solvent: C(C)(=O)OCC.CCCCCC (ethyl acetate hexane), CC(=O)C (acetone). Conditions: time 17 hour. Yields the product COC1=C(C(=O)OC)C=C(C=C1)O[Si](C)(C)C(C)(C)C (methyl 2-methoxy-5-(t-butyldimethylsilyloxy)benzoate). As a reaction SMILES: [OH:1][C:2]1[CH:11]=[CH:10][C:9]([O:12][Si:13]([C:16]([CH3:19])([CH3:18])[CH3:17])([CH3:15])[CH3:14])=[CH:8][C:3]=1[C:4]([O:6][CH3:7])=[O:5].[C:20](=O)([O-])[O-].[K+].[K+].CI.C(OCC)C>CC(C)=O.C(OCC)(=O)C.CCCCCC>[CH3:20][O:1][C:2]1[CH:11]=[CH:10][C:9]([O:12][Si:13]([C:16]([CH3:19])([CH3:18])[CH3:17])([CH3:15])[CH3:14])=[CH:8][C:3]=1[C:4]([O:6][CH3:7])=[O:5] |f:1.2.3,7.8|. Procedure: Combine methyl 2-hydroxy-5-(t-butyldimethylsilyloxy)benzoate (14.2 g, 50.2 mmol), potassium carbonate (13.88 g, 100.4 mmol), and methyl iodide (20 mL, 321 mmol) in acetone (125 mL). Heat to reflux. After 17 hours, add methyl iodide (10 mL). After 23 hours, cool the reaction mixture to ambient temperature and add diethyl ether (600 mL), filter, and evaporate the filtrate in vacuo to give a residue. Chromatograph the residue on silica gel eluting with 10% ethyl acetate/hexane to give methyl 2-meth... Starting materials: C(C)C1=NC2=C(N1CC1=CC=C(C=C1)C=1C(=CC=CC1)C(=O)OC)C=C(C=C2C)NC(=NC#N)N(C)C (methyl 4'-[[2-ethyl-4-methyl-6-(2-cyano-3,3-dimethyl-guanidino)-1H-benzimidazol -1-yl]-methyl]-biphenyl-2-carboxylate), [OH-].[Na+] (sodium hydroxide). Run in C(C)O (ethanol). Yields the product C(C)C1=NC2=C(N1CC1=CC=C(C=C1)C=1C(=CC=CC1)C(=O)O)C=C(C=C2C)NC(=NC#N)N(C)C (4'-[[2-Ethyl-4-methyl-6-(2-cyano-3,3-dimethyl-guanidino) -1H-benzimidazol-1-yl]-methyl]-biphenyl-2-carboxylic acid). RXN SMILES: [CH2:1]([C:3]1[N:7]([CH2:8][C:9]2[CH:14]=[CH:13][C:12]([C:15]3[C:16]([C:21]([O:23]C)=[O:22])=[CH:17][CH:18]=[CH:19][CH:20]=3)=[CH:11][CH:10]=2)[C:6]2[CH:25]=[C:26]([NH:30][C:31]([N:35]([CH3:37])[CH3:36])=[N:32][C:33]#[N:34])[CH:27]=[C:28]([CH3:29])[C:5]=2[N:4]=1)[CH3:2].[OH-].[Na+]>C(O)C>[CH2:1]([C:3]1[N:7]([CH2:8][C:9]2[CH:14]=[CH:13][C:12]([C:15]3[C:16]([C:21]([OH:23])=[O:22])=[CH:17][CH:18]=[CH:19][CH:20]=3)=[CH:11][CH:10]=2)[C:6]2[CH:25]=[C:26]([NH:30][C:31]([N:35]([CH3:37])[CH3:36])=[N:32][C:33]#[N:34])[CH:27]=[C:28]([CH3:29])[C:5]=2[N:4]=1)[CH3:2] |f:1.2|. Reported procedure: Prepared analogously to Example 1d from methyl 4'-[[2-ethyl-4-methyl-6-(2-cyano-3,3-dimethyl-guanidino)-1H-benzimidazol -1-yl]-methyl]-biphenyl-2-carboxylate and 2N sodium hydroxide solution in ethanol. Starting materials: OC=1C=C(C=CC1)CCCN1C(C2=CC=CC=C2C1=O)=O (2-[3-(3-hydroxyphenyl)propyl]isoindole-1,3-dione), ClC1=C(CBr)C(=CC=C1)Cl (2,6-dichlorobenzylbromide). The product is C1(NC(C2=CC=CC=C12)=O)=O (isoindoline-1,3-dione). Reaction SMILES: OC1C=C(CCC[N:11]2[C:19](=[O:20])[C:18]3[C:13](=[CH:14][CH:15]=[CH:16][CH:17]=3)[C:12]2=[O:21])C=CC=1.ClC1C=CC=C(Cl)C=1CBr>>[C:12]1(=[O:21])[C:13]2[C:18](=[CH:17][CH:16]=[CH:15][CH:14]=2)[C:19](=[O:20])[NH:11]1. Procedure details: Alkylation reaction of phenol 58 with 2,6-dichlorobenzylbromide gave 2-(3-3-(2,6-dichlorobenzyloxy)phenyl)propyl)isoindoline-1,3-dione as yellow oil. Yield (0.780 g, 51%): 1H NMR (400 MHz, CDCl3) δ 7.82-7.85 (m, 2H), 7.69-7.72 (m, 2H), 7.35-7.38 (m, 1H), 6.86-6.79 (m, 2H), 6.81 (s, 1H), 6.80 (dd, J=8.2, 2.4 Hz, 1H), 5.25 (s, 2H), 3.76 (t, J=6.2 Hz, 2H), 2.68 (t, J=7.6 Hz, 2H), 2.00-2.09 (m, 2H). Starting materials: COC(=O)C(Cc1ccc(-c2c(OC)cccc2OC)cc1)NC(=O)c1c(Cl)cccc1Cl, CC#N, O=C=NS(=O)(=O)Cl. Product: COC(=O)C(Cc1ccc(-c2c(OC)ccc(C(N)=O)c2OC)cc1)NC(=O)c1c(Cl)cccc1Cl. Reaction SMILES: [CH3:1][O:2][C:3]([CH:4]([NH:5][C:6]([c:7]1[c:8]([Cl:14])[cH:9][cH:10][cH:11][c:12]1[Cl:13])=[O:15])[CH2:16][c:17]1[cH:18][cH:19][c:20](-[c:23]2[c:24]([O:31][CH3:32])[cH:25][cH:26][cH:27][c:28]2[O:29][CH3:30])[cH:21][cH:22]1)=[O:33].[CH3:41][C:42]#[N:43].[Cl:34][S:35](=[O:36])(=[O:37])[N:38]=[C:39]=[O:40]>>[CH3:1][O:2][C:3]([CH:4]([NH:5][C:6]([c:7]1[c:8]([Cl:14])[cH:9][cH:10][cH:11][c:12]1[Cl:13])=[O:15])[CH2:16][c:17]1[cH:18][cH:19][c:20](-[c:23]2[c:24]([O:31][CH3:32])[cH:25][cH:26][c:27]([C:39]([NH2:38])=[O:40])[c:28]2[O:29][CH3:30])[cH:21][cH:22]1)=[O:33].